Dataset: the Open Reaction Database (ORD), a public repository of structured organic reaction records. Task: describe an organic reaction: reactants, conditions, products, and yield Reactants: C(C)C=1C(=CN=C2C=CC(=NC12)OCC=C)F (8-Ethyl-7-fluoro-2-(2-propen-1-yloxy)-1,5-naphthyridine), C=1(C(=CC=CC1)C)C (xylene). Reagents/catalysts: C=1C=CC(=CC1)[P](C=2C=CC=CC2)(C=3C=CC=CC3)[Pd]([P](C=4C=CC=CC4)(C=5C=CC=CC5)C=6C=CC=CC6)([P](C=7C=CC=CC7)(C=8C=CC=CC8)C=9C=CC=CC9)[P](C=1C=CC=CC1)(C=1C=CC=CC1)C=1C=CC=CC1 (tetrakis(triphenylphosphine)palladium). Run at temperature 150 celsius. Yields the product C(C)C=1C(=CN=C2C=CC(N(C12)CC=C)=O)F (8-Ethyl-7-fluoro-1-(2-propen-1-yl)-1,5-naphthyridin-2(1H)-one). The yield is 27.0%. As a reaction SMILES: [CH2:1]([C:3]1[C:4]([F:17])=[CH:5][N:6]=[C:7]2[C:12]=1[N:11]=[C:10]([O:13]CC=C)[CH:9]=[CH:8]2)[CH3:2].[C:18]1(C)[C:19](C)=CC=C[CH:23]=1>C1C=CC([P]([Pd]([P](C2C=CC=CC=2)(C2C=CC=CC=2)C2C=CC=CC=2)([P](C2C=CC=CC=2)(C2C=CC=CC=2)C2C=CC=CC=2)[P](C2C=CC=CC=2)(C2C=CC=CC=2)C2C=CC=CC=2)(C2C=CC=CC=2)C2C=CC=CC=2)=CC=1>[CH2:1]([C:3]1[C:4]([F:17])=[CH:5][N:6]=[C:7]2[C:12]=1[N:11]([CH2:19][CH:18]=[CH2:23])[C:10](=[O:13])[CH:9]=[CH:8]2)[CH3:2] |^1:29,31,50,69|. Procedure: 8-Ethyl-7-fluoro-2-(2-propen-1-yloxy)-1,5-naphthyridine (0.660 g, 2.84 mmol) was dissolved in xylene (14 ml) at rt under argon, whereupon tetrakis(triphenylphosphine)palladium (0.329 g, 0.284 mmol) was added. The reaction was then heated to 150° C. for 30 mins. Reaction was then cooled, a solid then precipitated out which was filtered. The filtrate was then purified by column chromatography on silica gel eluting with 0-100% EtOAc in hexane then 0-20% MeOH in EtOAc gradient to give title compound... Starting materials: [S-2].[K+].[K+] (potassium sulfide), C(\C=C\C(=O)O)(=O)O.C1(CCCCC1)N1CC(CC1)N(C(C1=CC=C(C=C1)[N+](=O)[O-])=O)C (N-(1-cyclohexyl-3-pyrrolidinyl)-p-nitro-N-methylbenzamide fumarate), [OH-].[Na+] (sodium hydroxide), pentasulfide, pentasulfide. Solvent: C1=CC=CC=C1 (benzene). The product is C1(CCCCC1)N1CC(CC1)N(C(C1=CC=C(C=C1)[N+](=O)[O-])=S)C (N-(1-Cyclohexyl-3-pyrrolidinyl)-N-methyl-4-nitrothiobenzamide). RXN SMILES: C(O)(=O)/C=C/C(O)=O.[CH:9]1([N:15]2[CH2:19][CH2:18][CH:17]([N:20]([CH3:32])[C:21](=O)[C:22]3[CH:27]=[CH:26][C:25]([N+:28]([O-:30])=[O:29])=[CH:24][CH:23]=3)[CH2:16]2)[CH2:14][CH2:13][CH2:12][CH2:11][CH2:10]1.[OH-].[Na+].[S-2:35].[K+].[K+]>C1C=CC=CC=1>[CH:9]1([N:15]2[CH2:19][CH2:18][CH:17]([N:20]([CH3:32])[C:21](=[S:35])[C:22]3[CH:27]=[CH:26][C:25]([N+:28]([O-:30])=[O:29])=[CH:24][CH:23]=3)[CH2:16]2)[CH2:14][CH2:13][CH2:12][CH2:11][CH2:10]1 |f:0.1,2.3,4.5.6|. Reported procedure: Twenty-five grams (0.56 mole) of N-(1-cyclohexyl-3-pyrrolidinyl)-p-nitro-N-methylbenzamide fumarate was partitioned between dil. sodium hydroxide and 400 ml. benzene. The benzene solution was dried with sodium sulfate and distilled to a volume of 250 ml. To this was added a finely ground mixture of 10 g. (0.045 mole) of phosphorous pentasulfide and 10 g. of potassium sulfide. The mixture was refluxed 4 hours and an additional 10 g. of phosphorous pentasulfide added and refluxed 2 hours. The benz... Reactants: O (water), C([O-])([O-])=O.[K+].[K+] (Potassium carbonate), BrCCCO[Si](C)(C)C(C)(C)C ((3-bromopropoxy)-tert-butyldimethylsilane), BrC1=CC=C(C=C1)S (4-bromothiophenol). The solvent is CN(C=O)C (N,N-dimethylformamide). Run at time 8 hour. The product is BrC1=CC=C(C=C1)SCCCO[Si](C)(C)C(C)(C)C ({3-[(4-Bromophenyl)sulfanyl]propoxy}(tert-butyl)dimethylsilane). The yield is 95.9%. Reaction SMILES: C(=O)([O-])[O-].[K+].[K+].Br[CH2:8][CH2:9][CH2:10][O:11][Si:12]([C:15]([CH3:18])([CH3:17])[CH3:16])([CH3:14])[CH3:13].[Br:19][C:20]1[CH:25]=[CH:24][C:23]([SH:26])=[CH:22][CH:21]=1.O>CN(C)C=O>[Br:19][C:20]1[CH:25]=[CH:24][C:23]([S:26][CH2:8][CH2:9][CH2:10][O:11][Si:12]([C:15]([CH3:18])([CH3:17])[CH3:16])([CH3:14])[CH3:13])=[CH:22][CH:21]=1 |f:0.1.2|. Procedure details: Potassium carbonate (4.1 g) and (3-bromopropoxy)-tert-butyldimethylsilane (4.1 g) were added to a solution of 4-bromothiophenol (3.0 g) in N,N-dimethylformamide, and the mixture was stirred at room temperature overnight. The reaction solution was poured into water, followed by extraction with ethyl acetate. The organic layer was washed with brine, dried over anhydrous magnesium sulfate and filtered. The solvent was then evaporated under reduced pressure. The residue was purified by silica gel co... RXN SMILES: [Br:1][c:2]1[c:3]([CH3:19])[c:4]([CH2:12][N:13]2[CH2:14][CH2:15][O:16][CH2:17][CH2:18]2)[n:5]2[n:6][cH:7][n:8][c:9]([NH2:11])[c:10]12.[CH2:20]([c:21]1[cH:22][cH:23][cH:24][cH:25][cH:26]1)[n:27]1[n:28][c:29]2[cH:30][c:31]([B:36]3[O:37][C:38]([CH3:39])([CH3:40])[C:41]([CH3:42])([CH3:43])[O:44]3)[cH:32][cH:33][c:34]2[cH:35]1.[K+:45].[K+:46].[O-:47][C:48]([O-:49])=[O:50].[O:52]=[CH:53][N:54]([CH3:55])[CH3:56].[OH2:51].[cH:57]1[cH:58][cH:59][c:60]([P:61]([Pd:62]([P:63]([c:64]2[cH:65][cH:66][cH:67][cH:68][cH:69]2)([c:70]2[cH:71][cH:72][cH:73][cH:74][cH:75]2)[c:76]2[cH:77][cH:78][cH:79][cH:80][cH:81]2)([P:82]([c:83]2[cH:84][cH:85][cH:86][cH:87][cH:88]2)([c:89]2[cH:90][cH:91][cH:92][cH:93][cH:94]2)[c:95]2[cH:96][cH:97][cH:98][cH:99][cH:100]2)[P:101]([c:102]2[cH:103][cH:104][cH:105][cH:106][cH:107]2)([c:108]2[cH:109][cH:110][cH:111][cH:112][cH:113]2)[c:114]2[cH:115][cH:116][cH:117][cH:118][cH:119]2)([c:120]2[cH:121][cH:122][cH:123][cH:124][cH:125]2)[c:126]2[cH:127][cH:128][cH:129][cH:130][cH:131]2)[cH:132][cH:133]1>>[c:2]1(-[c:31]2[cH:30][c:29]3[n:28][n:27]([CH2:20][c:21]4[cH:22][cH:23][cH:24][cH:25][cH:26]4)[cH:35][c:34]3[cH:33][cH:32]2)[c:3]([CH3:19])[c:4]([CH2:12][N:13]2[CH2:14][CH2:15][O:16][CH2:17][CH2:18]2)[n:5]2[n:6][cH:7][n:8][c:9]([NH2:11])[c:10]12. The reactants are Cc1c(Br)c2c(N)ncnn2c1CN1CCOCC1, CC1(C)OB(c2ccc3cn(Cc4ccccc4)nc3c2)OC1(C)C, [K+], [K+], O=C([O-])[O-], CN(C)C=O, O, c1ccc(P(c2ccccc2)(c2ccccc2)[Pd](P(c2ccccc2)(c2ccccc2)c2ccccc2)(P(c2ccccc2)(c2ccccc2)c2ccccc2)P(c2ccccc2)(c2ccccc2)c2ccccc2)cc1. The product is Cc1c(-c2ccc3cn(Cc4ccccc4)nc3c2)c2c(N)ncnn2c1CN1CCOCC1. Starting materials: C(C1=CC=CC=C1)N1C(=O)N(C(=O)C1(C)C)CC#C (1-benzyl-3-propargyl-5,5-dimethylhydantoin), IN1C(CCC1=O)=O (N-iodosuccinimide). The reagents and catalysts are [N+](=O)([O-])[O-].[Ag+] (silver nitrate). Run in CC(=O)C (acetone). Run at time 5 hour. Yields the product C(C1=CC=CC=C1)N1C(=O)N(C(=O)C1(C)C)CC#CI (1-benzyl-3-(3-iodo-2-propynyl)-5,5-dimethylhydantoin). Yield: 85.3%. RXN SMILES: [CH2:1]([N:8]1[C:14]([CH3:16])([CH3:15])[C:12](=[O:13])[N:11]([CH2:17][C:18]#[CH:19])[C:9]1=[O:10])[C:2]1[CH:7]=[CH:6][CH:5]=[CH:4][CH:3]=1.[I:20]N1C(=O)CCC1=O>CC(C)=O.[N+]([O-])([O-])=O.[Ag+]>[CH2:1]([N:8]1[C:14]([CH3:15])([CH3:16])[C:12](=[O:13])[N:11]([CH2:17][C:18]#[C:19][I:20])[C:9]1=[O:10])[C:2]1[CH:3]=[CH:4][CH:5]=[CH:6][CH:7]=1 |f:3.4|. Procedure: To a stirred solution of 1-benzyl-3-propargyl-5,5-dimethylhydantoin (1.2 g, 4.6 mmole) in acetone (50 mL) at room temperature was added finely ground silver nitrate (0.15 g. 0.8 mmole), followed by N-iodosuccinimide (1.16 g, 5.2 mmole). The reaction mixture was stirred at room temperature for 5 hr. The reaction mixture was then passed through Celite by suction filtration and washed with acetone. The titrate was concentrated on a rotary evaporator and diluted with ethyl acetate. The solution was ... The reactants are CCN(CC)C(=O)c1ccc(C(O)c2cccc3cccnc23)cc1, ClCCl, O=S(Cl)Cl. Yields the product CCN(CC)C(=O)c1ccc(C(Cl)c2cccc3cccnc23)cc1. Reaction SMILES: [CH2:1]([CH3:2])[N:3]([C:4]([c:5]1[cH:6][cH:7][c:8]([CH:11]([c:12]2[cH:13][cH:14][cH:15][c:16]3[cH:17][cH:18][cH:19][n:20][c:21]23)[OH:22])[cH:9][cH:10]1)=[O:23])[CH2:24][CH3:25].[Cl:30][CH2:31][Cl:32].[S:26]([Cl:27])([Cl:28])=[O:29]>>[CH2:1]([CH3:2])[N:3]([C:4]([c:5]1[cH:6][cH:7][c:8]([CH:11]([c:12]2[cH:13][cH:14][cH:15][c:16]3[cH:17][cH:18][cH:19][n:20][c:21]23)[Cl:28])[cH:9][cH:10]1)=[O:23])[CH2:24][CH3:25]. The reactants are CCCCNc1nc(NCCCC)nc(N2C(C)(C)CC(OC(=O)c3ccccc3)CC2(C)C)n1, CO, [Na+], [OH-]. Yields the product CCCCNc1nc(NCCCC)nc(N2C(C)(C)CC(O)CC2(C)C)n1. Reaction SMILES: [CH2:1]([CH2:2][CH2:3][CH3:4])[NH:5][c:6]1[n:7][c:8]([N:17]2[C:18]([CH3:34])([CH3:35])[CH2:19][CH:20]([O:25][C:26](=[O:27])[c:28]3[cH:29][cH:30][cH:31][cH:32][cH:33]3)[CH2:21][C:22]2([CH3:23])[CH3:24])[n:9][c:10]([NH:12][CH2:13][CH2:14][CH2:15][CH3:16])[n:11]1.[CH3:38][OH:39].[Na+:37].[OH-:36]>>[CH2:1]([CH2:2][CH2:3][CH3:4])[NH:5][c:6]1[n:7][c:8]([N:17]2[C:18]([CH3:34])([CH3:35])[CH2:19][CH:20]([OH:25])[CH2:21][C:22]2([CH3:23])[CH3:24])[n:9][c:10]([NH:12][CH2:13][CH2:14][CH2:15][CH3:16])[n:11]1. The reactants are C=CC(=O)OC(C)(C)C, CC(O)COCc1ccccc1, [Cl-], [H-], [NH4+], [Na+]. Product: CC(COCc1ccccc1)OCCC(=O)OC(C)(C)C. Reaction SMILES: [C:13]([CH:14]=[CH2:15])(=[O:16])[O:17][C:18]([CH3:19])([CH3:20])[CH3:21].[CH2:1]([c:2]1[cH:3][cH:4][cH:5][cH:6][cH:7]1)[O:8][CH2:9][CH:10]([CH3:11])[OH:12].[Cl-:24].[H-:22].[NH4+:25].[Na+:23]>>[CH2:1]([c:2]1[cH:3][cH:4][cH:5][cH:6][cH:7]1)[O:8][CH2:9][CH:10]([CH3:11])[O:12][CH2:15][CH2:14][C:13](=[O:16])[O:17][C:18]([CH3:19])([CH3:20])[CH3:21].